This data is from the Open Reaction Database (ORD), a public repository of structured organic reaction records. The task is: describe an organic reaction: reactants, conditions, products, and yield The product is COCc1cc(C(F)(C(F)(F)F)C(F)(F)C(F)(F)F)cc(C)c1NC(=O)c1ccc(C#N)c(N)c1. RXN SMILES: [C:2](#[N:3])[c:4]1[c:5]([F:36])[cH:6][c:7]([C:8](=[O:9])[NH:10][c:11]2[c:12]([CH2:31][O:32][CH3:33])[cH:13][c:14]([C:18]([C:19]([C:20]([F:21])([F:22])[F:23])([F:24])[F:25])([C:26]([F:27])([F:28])[F:29])[F:30])[cH:15][c:16]2[CH3:17])[cH:34][cH:35]1.[CH3:37][S:38]([CH3:39])=[O:40].[NH3:1]>>[NH2:1][c:5]1[c:4]([C:2]#[N:3])[cH:35][cH:34][c:7]([C:8](=[O:9])[NH:10][c:11]2[c:12]([CH2:31][O:32][CH3:33])[cH:13][c:14]([C:18]([C:19]([C:20]([F:21])([F:22])[F:23])([F:24])[F:25])([C:26]([F:27])([F:28])[F:29])[F:30])[cH:15][c:16]2[CH3:17])[cH:6]1. Reactants: COCc1cc(C(F)(C(F)(F)F)C(F)(F)C(F)(F)F)cc(C)c1NC(=O)c1ccc(C#N)c(F)c1, CS(C)=O, N. The reactants are O1CCOCC1 (1,4-dioxane), ClC1=CC(=C(C=C1)C1=CC=C(N=N1)N1C[C@@H]2[C@H](C1)CN(C2)C(=O)OC(C)(C)C)O ((3aR,6aS)-tert-butyl 5-(6-(4-chloro-2-hydroxyphenyl)pyridazin-3-yl)hexahydropyrrolo[3,4-c]pyrrole-2(1H)-carboxylate), CC1(OB(OC1(C)C)C=1C=NN(C1)C(=O)OC(C)(C)C)C (tert-butyl 4-(4,4,5,5-tetramethyl-1,3,2-dioxaborolan-2-yl)-1H-pyrazole-1-carboxylate), C(=O)([O-])[O-].[Cs+].[Cs+] (Cs2CO3). The reagents and catalysts are CC(C)C1=CC(=C(C(=C1)C(C)C)C2=C(C(=C(C=C2OC)Cl)OC)P(C3CCCCC3)C4CCCCC4)C(C)C.C1=CC=C([C-]=C1)CCN.[Pd+2] (chloro[2-(dicyclohexylphosphino)-3,6-dimethoxy-2′,4′,6′-triisopropyl-1,1′-biphenyl][2-(2-aminoethyl)phenyl]palladium(II)). Run in O (water). Reaction conditions: temperature 90 celsius, time 3 hour. Product: C1N(C[C@@H]2[C@H]1CNC2)C2=CC=C(N=N2)C2=C(C=C(C=C2)C=2C=NNC2)O (2-(6-((3aR,6aS)-hexahydropyrrolo[3,4-c]pyrrol-2(1H)-yl)pyridazin-3-yl)-5-(1H-pyrazol-4-yl)phenol). Yield: 51.3%. As a reaction SMILES: Cl[C:2]1[CH:7]=[CH:6][C:5]([C:8]2[N:13]=[N:12][C:11]([N:14]3[CH2:18][C@@H:17]4[CH2:19][N:20](C(OC(C)(C)C)=O)[CH2:21][C@@H:16]4[CH2:15]3)=[CH:10][CH:9]=2)=[C:4]([OH:29])[CH:3]=1.CC1(C)C(C)(C)OB([C:38]2[CH:39]=[N:40][N:41](C(OC(C)(C)C)=O)[CH:42]=2)O1.C([O-])([O-])=O.[Cs+].[Cs+].O1CCOCC1>CC(C1C=C(C(C)C)C(C2C(OC)=CC(Cl)=C(OC)C=2P(C2CCCCC2)C2CCCCC2)=C(C(C)C)C=1)C.C1C=[C-]C(CCN)=CC=1.[Pd+2].O>[CH2:15]1[C@@H:16]2[CH2:21][NH:20][CH2:19][C@@H:17]2[CH2:18][N:14]1[C:11]1[N:12]=[N:13][C:8]([C:5]2[CH:6]=[CH:7][C:2]([C:38]3[CH:39]=[N:40][NH:41][CH:42]=3)=[CH:3][C:4]=2[OH:29])=[CH:9][CH:10]=1 |f:2.3.4,6.7.8|. Procedure details: To a 10 mL microwave vial, was added (3aR,6aS)-tert-butyl 5-(6-(4-chloro-2-hydroxyphenyl)pyridazin-3-yl)hexahydropyrrolo[3,4-c]pyrrole-2(1H)-carboxylate (0.182 g, 0.437 mmol), tert-butyl 4-(4,4,5,5-tetramethyl-1,3,2-dioxaborolan-2-yl)-1H-pyrazole-1-carboxylate (0.385 g, 1.310 mmol), chloro[2-(dicyclohexylphosphino)-3,6-dimethoxy-2′,4′,6′-triisopropyl-1,1′-biphenyl][2-(2-aminoethyl)phenyl]palladium(II) (0.035 g, 0.044 mmol) and Cs2CO3 (0.427 g, 1.310 mmol), followed by adding 1,4-dioxane (2 mL) a... Starting materials: C(C)(C)(C)OC(=O)N[C@H]1C[C@]2([C@H](OCC2)C1)C(=O)O ((3aS,5S,6aR)-5-((tert-butoxycarbonyl)amino)hexahydro-2H-cyclopenta[b]furan-3a-carboxylic acid), C(C)(C)(C)OC1=C(C=C(C=C1)C(F)(F)F)CN ((2-(tert-butoxy)-5-(trifluoromethyl)phenyl)methanamine). Yields the product C(C)(C)(C)OC1=C(CNC(=O)[C@]23[C@H](OCC2)C[C@H](C3)NC(OC(C)(C)C)=O)C=C(C=C1)C(F)(F)F (tert-butyl ((3aS,5S,6aR)-3a-((2-(tert-butoxy)-5-(trifluoromethyl)benzyl)carbamoyl)hexahydro-2H-cyclopenta[b]furan-5-yl)carbamate). RXN SMILES: [C:1]([O:5][C:6]([NH:8][C@@H:9]1[CH2:16][C@H:12]2[O:13][CH2:14][CH2:15][C@@:11]2([C:17]([OH:19])=O)[CH2:10]1)=[O:7])([CH3:4])([CH3:3])[CH3:2].[C:20]([O:24][C:25]1[CH:30]=[CH:29][C:28]([C:31]([F:34])([F:33])[F:32])=[CH:27][C:26]=1[CH2:35][NH2:36])([CH3:23])([CH3:22])[CH3:21]>>[C:20]([O:24][C:25]1[CH:30]=[CH:29][C:28]([C:31]([F:32])([F:33])[F:34])=[CH:27][C:26]=1[CH2:35][NH:36][C:17]([C@:11]12[CH2:10][C@H:9]([NH:8][C:6](=[O:7])[O:5][C:1]([CH3:2])([CH3:3])[CH3:4])[CH2:16][C@H:12]1[O:13][CH2:14][CH2:15]2)=[O:19])([CH3:23])([CH3:21])[CH3:22]. Procedure: The product of Step A was prepared from the reaction of the product of Example 23, Step E and (2-(tert-butoxy)-5-(trifluoromethyl)phenyl)methanamine prepared according to procedures in ACS Med. Chem. Letters 2010, 1, 14 following the procedure from Example 1, Step C. Calculated for C25H35F3N2O5: 523.2 (M+23). found: 523.2. Starting materials: O=C([O-])[O-], CC(=O)CBr, CC(C)=O, O=[N+]([O-])c1ccc(N2CCNCC2)c(F)c1, [K+], [K+]. Product: CC(=O)CN1CCN(c2ccc([N+](=O)[O-])cc2F)CC1. RXN SMILES: [C:6](=[O:7])([O-:8])[O-:9].[CH3:1][C:2](=[O:3])[CH2:4][Br:5].[CH3:28][C:29](=[O:30])[CH3:31].[F:12][c:13]1[c:14]([N:22]2[CH2:23][CH2:24][NH:25][CH2:26][CH2:27]2)[cH:15][cH:16][c:17]([N+:19](=[O:20])[O-:21])[cH:18]1.[K+:10].[K+:11]>>[CH3:1][C:2](=[O:3])[CH2:4][N:25]1[CH2:24][CH2:23][N:22]([c:14]2[c:13]([F:12])[cH:18][c:17]([N+:19](=[O:20])[O-:21])[cH:16][cH:15]2)[CH2:27][CH2:26]1. Procedure details: A mixture of 1-diphenylmethylazetidine-3-carboxylic acid (see Preparation 58) (1.8 g, 6.73 mmol), 2-methylaminoethanol (0.76 g, 1.5 mol. equiv.), 1-[3-dimethylaminopropyl]-3-ethylcarbodiimide hydrochloride (1.27 g, 1.1 mol. equiv.), 1-hydroxybenzotriazole hydrate (1.08 g, 1.05 mol. equiv.) and N-methylmorpholine (1.5 g, 2.2 mol. equiv.) in dry dichloromethane (50 ml) was stirred at room temperature for sixteen hours. The solvent was removed under reduced pressure and the residue partitioned betw... The product is C1(=CC=CC=C1)C(N1CC(C1)C(N(C)CCO)=O)C1=CC=CC=C1 (1-Diphenylmethyl-3-(N-[2-hydroxyethyl]-N-methylcarbamoyl)azetidine). Run in ClCCl (dichloromethane). Reactants: C1(=CC=CC=C1)C(N1CC(C1)C(=O)O)C1=CC=CC=C1 (1-diphenylmethylazetidine-3-carboxylic acid), CNCCO (2-methylaminoethanol), Cl.CN(CCCN=C=NCC)C (1-[3-dimethylaminopropyl]-3-ethylcarbodiimide hydrochloride), O.ON1N=NC2=C1C=CC=C2 (1-hydroxybenzotriazole hydrate), CN1CCOCC1 (N-methylmorpholine). Isolated yield 80.6%. As a reaction SMILES: [C:1]1([CH:7]([C:15]2[CH:20]=[CH:19][CH:18]=[CH:17][CH:16]=2)[N:8]2[CH2:11][CH:10]([C:12]([OH:14])=O)[CH2:9]2)[CH:6]=[CH:5][CH:4]=[CH:3][CH:2]=1.[CH3:21][NH:22][CH2:23][CH2:24][OH:25].Cl.CN(C)CCCN=C=NCC.O.ON1C2C=CC=CC=2N=N1.CN1CCOCC1>ClCCl>[C:1]1([CH:7]([C:15]2[CH:20]=[CH:19][CH:18]=[CH:17][CH:16]=2)[N:8]2[CH2:9][CH:10]([C:12](=[O:14])[N:22]([CH2:23][CH2:24][OH:25])[CH3:21])[CH2:11]2)[CH:6]=[CH:5][CH:4]=[CH:3][CH:2]=1 |f:2.3,4.5|. Reactants: C(Cl)Cl (methylene chloride), C([O-])(O)=O.[Na+] (sodium bicarbonate), C(CCC)(=O)C=1C=NC2=C(C=CC=C2C1Cl)OCCSC (3-butyryl-4-chloro-8-(2-methylthioethoxy)quinoline), ClC1=C(N)C=CC=C1 (2-chloroaniline). Solvent: O (water), C1(=CC=CC=C1)C (toluene). Conditions: temperature 90 celsius, time 3 hour. Product: C(C)(C)OC(C)C (isopropyl ether), C(CCC)(=O)C=1C=NC2=C(C=CC=C2C1NC1=C(C=CC=C1)Cl)OCCSC (3-butyryl-4-(2-chlorophenylamino)-8-(2-methylthioethoxy)quinoline). Isolated yield 161.9%. Reaction SMILES: [C:1]([C:6]1[CH:7]=[N:8][C:9]2[C:14]([C:15]=1Cl)=[CH:13][CH:12]=[CH:11][C:10]=2[O:17][CH2:18][CH2:19][S:20][CH3:21])(=[O:5])[CH2:2][CH2:3][CH3:4].[Cl:22][C:23]1[CH:29]=[CH:28][CH:27]=[CH:26][C:24]=1[NH2:25].C(Cl)Cl.C(=O)(O)[O-].[Na+]>C1(C)C=CC=CC=1.O>[CH:18]([O:17][CH:10]([CH3:9])[CH3:11])([CH3:19])[CH3:23].[C:1]([C:6]1[CH:7]=[N:8][C:9]2[C:14]([C:15]=1[NH:25][C:24]1[CH:26]=[CH:27][CH:28]=[CH:29][C:23]=1[Cl:22])=[CH:13][CH:12]=[CH:11][C:10]=2[O:17][CH2:18][CH2:19][S:20][CH3:21])(=[O:5])[CH2:2][CH2:3][CH3:4] |f:3.4|. Procedure details: A mixture of 3-butyryl-4-chloro-8-(2-methylthioethoxy)quinoline (0.8 g, 2.5 mmol) and 2-chloroaniline (0.47 g, 3.7 mmol) in toluene (12 ml) was heated to 90° C. and stirred 3.0 h. After cooling to room temperature, methylene chloride and water were added. The mixture was neutralized with a saturated solution of sodium bicarbonate. The organic layer was dried over sodium sulfate and evaporated. Trituration with isopropyl ether gave 0.84 g (81%) of the desired product. The reactants are O1CCOCC1 (Dioxane), FC1=NC=CC=C1B(O)O (2-fluoropyridin-3-ylboronic acid), BrC=1C=C2C(=NC1)OC1=CC=C(C=C1[C@@]21COCC(=N1)N)I ((S)-3-bromo-7-iodo-2′,6′-dihydrospiro[chromeno[2,3-b]pyridine-5,3′-[1,4]oxazin]-5′-amine), C([O-])([O-])=O.[K+].[K+] (potassium carbonate). Yield: 72.1%. Yields the product BrC=1C=C2C(=NC1)OC1=CC=C(C=C1[C@@]21COCC(=N1)N)C=1C(=NC=CC1)F ((S)-3-bromo-7-(2-fluoropyridin-3-yl)-2′,6′-dihydrospiro[chromeno[2,3-b]pyridine-5,3′-[1,4]oxazin]-5′-amine). Solvent: O (water). RXN SMILES: [F:1][C:2]1[C:7](B(O)O)=[CH:6][CH:5]=[CH:4][N:3]=1.[Br:11][C:12]1[CH:13]=[C:14]2[C@@:25]3([N:30]=[C:29]([NH2:31])[CH2:28][O:27][CH2:26]3)[C:24]3[C:19](=[CH:20][CH:21]=[C:22](I)[CH:23]=3)[O:18][C:15]2=[N:16][CH:17]=1.C(=O)([O-])[O-].[K+].[K+].O1CCOCC1>C1C=CC(P(C2C=CC=CC=2)[C-]2C=CC=C2)=CC=1.C1C=CC(P(C2C=CC=CC=2)[C-]2C=CC=C2)=CC=1.Cl[Pd]Cl.[Fe+2].C(Cl)Cl.O>[Br:11][C:12]1[CH:13]=[C:14]2[C@@:25]3([N:30]=[C:29]([NH2:31])[CH2:28][O:27][CH2:26]3)[C:24]3[C:19](=[CH:20][CH:21]=[C:22]([C:7]4[C:2]([F:1])=[N:3][CH:4]=[CH:5][CH:6]=4)[CH:23]=3)[O:18][C:15]2=[N:16][CH:17]=1 |f:2.3.4,6.7.8.9.10|. The reagents and catalysts are C1=CC=C(C=C1)P([C-]2C=CC=C2)C3=CC=CC=C3.C1=CC=C(C=C1)P([C-]2C=CC=C2)C3=CC=CC=C3.Cl[Pd]Cl.[Fe+2].C(Cl)Cl (PdCl2(dppf) CH2Cl2). Conditions: temperature 80 celsius. Reported procedure: A vial was charged with 2-fluoropyridin-3-ylboronic acid (0.094 g, 0.667 mmol), PdCl2(dppf)-CH2Cl2-adduct (0.026 g, 0.032 mmol), (S)-3-bromo-7-iodo-2′,6′-dihydrospiro[chromeno[2,3-b]pyridine-5,3′-[1,4]oxazin]-5′-amine (0.300 g, 0.635 mmol), and potassium carbonate (0.351 g, 2.54 mmol). Dioxane (3.5 mL) and water (1.5 mL) were added. The vial was flushed with argon, sealed and heated to 80° C. for 1 hour. The reaction mixture was then diluted with EtOAc, dried over MgSO4 and concentrated. Purific... The reactants are CC[O-], CO, ClCc1ccccn1, Cl, [Na+]. Product: CCOCc1ccccn1. As a reaction SMILES: [CH3:11][CH2:12][O-:13].[CH3:14][OH:15].[Cl:2][CH2:3][c:4]1[n:5][cH:6][cH:7][cH:8][cH:9]1.[ClH:1].[Na+:10]>>[CH2:3]([c:4]1[n:5][cH:6][cH:7][cH:8][cH:9]1)[O:13][CH2:12][CH3:11].